The task is: describe an organic reaction: reactants, conditions, products, and yield. This data is from the Open Reaction Database (ORD), a public repository of structured organic reaction records. The reactants are O=C([O-])[O-], CNC1CCC2(CCc3ccccc3C2)CC1, CN(C)C=O, O=C(CCCCl)c1ccc(F)cc1, Cl, [I-], [K+], [K+], [K+]. The product is CN(CCCC(=O)c1ccc(F)cc1)C1CCC2(CCc3ccccc3C2)CC1, Cl. Reaction SMILES: [C:21](=[O:22])([O-:23])[O-:24].[CH2:2]1[c:3]2[cH:4][cH:5][cH:6][cH:7][c:8]2[CH2:9][CH2:10][C:11]12[CH2:12][CH2:13][CH:14]([NH:17][CH3:18])[CH2:15][CH2:16]2.[CH3:40][N:41]([CH3:42])[CH:43]=[O:44].[Cl:27][CH2:28][CH2:29][CH2:30][C:31](=[O:32])[c:33]1[cH:34][cH:35][c:36]([F:39])[cH:37][cH:38]1.[ClH:1].[I-:20].[K+:19].[K+:25].[K+:26]>>[CH2:2]1[c:3]2[cH:4][cH:5][cH:6][cH:7][c:8]2[CH2:9][CH2:10][C:11]12[CH2:12][CH2:13][CH:14]([N:17]([CH3:18])[CH2:28][CH2:29][CH2:30][C:31](=[O:32])[c:33]1[cH:34][cH:35][c:36]([F:39])[cH:37][cH:38]1)[CH2:15][CH2:16]2.[ClH:27]. Reactants: C(C)(C)(C)OO (tert-butylhydroperoxide), S(=O)(=O)([O-])S(=O)[O-].[Na+].[Na+] (sodium metabisulfite), BrC=1C=C(C=CC1)[C@@]1(CO[C@](C(N1)=S)(C(F)(F)F)C)C ((2S*,5R*)-5-(3-bromo-phenyl)-2,5-dimethyl-2-trifluoromethyl-morpholine-3-thione), [NH4+].[OH-] (NH4OH), C(C)(C)(C)OO (tert-butylhydroperoxide), C(=O)([O-])[O-].[K+].[K+] (K2CO3). Run in O (H2O), C1CCOC1 (THF), O (H2O). Reaction SMILES: [Br:1][C:2]1[CH:3]=[C:4]([C@@:8]2([CH3:20])[NH:13][C:12](=S)[C@:11]([CH3:19])([C:15]([F:18])([F:17])[F:16])[O:10][CH2:9]2)[CH:5]=[CH:6][CH:7]=1.[NH4+:21].[OH-].C(OO)(C)(C)C.S(S([O-])=O)([O-])(=O)=O.[Na+].[Na+].C([O-])([O-])=O.[K+].[K+]>C1COCC1.O>[Br:1][C:2]1[CH:3]=[C:4]([C@:8]2([CH3:20])[CH2:9][O:10][C@@:11]([CH3:19])([C:15]([F:18])([F:17])[F:16])[C:12]([NH2:21])=[N:13]2)[CH:5]=[CH:6][CH:7]=1 |f:1.2,4.5.6,7.8.9|. Yields the product BrC=1C=C(C=CC1)[C@]1(N=C([C@@](OC1)(C(F)(F)F)C)N)C ((2R*,5R*)-5-(3-Bromo-phenyl)-2,5-dimethyl-2-trifluoromethyl-5,6-dihydro-2H-[1,4]oxazin-3-ylamine). Procedure: To a solution of (2S*,5R*)-5-(3-bromo-phenyl)-2,5-dimethyl-2-trifluoromethyl-morpholine-3-thione (2.5 g, 6.79 mmol) in THF (25 ml) was added concentrated aqueous NH4OH (10.7 ml, 170 mmol) and 80% tert-butylhydroperoxide in H2O (4.25 ml, 33.9 mmol) and the reaction mixture was stirred for 3 h at 25° C. After addition of another 4.25 ml of 80% tert-butylhydroperoxide in H2O the reaction mixture was stirred overnight at 25° C. The reaction mixture was slowly added to concentrated sodium metabisulfi... Run at temperature 25 celsius, time 3 hour.